This data is from the Open Reaction Database (ORD), a public repository of structured organic reaction records. The task is: describe an organic reaction: reactants, conditions, products, and yield The reactants are N1(CCCCC1)CC=1C=C(OCCCNC(=S)NN)C=CC1 (N-[3-[3-(1-piperidinylmethyl)phenoxy]propyl] hydrazine carbothioamide), C(C1=CC=CC=C1)(=O)N=C=S (benzoyl isothiocyanate). The product is C(C1=CC=CC=C1)(=O)NC(=S)NNC(NCCCOC1=CC(=CC=C1)CN1CCCCC1)=S (N-Benzoyl-N'-[3-[3-(1-piperidinylmethyl)phenoxy]propyl]1,2-hydrazine dicarbothioamide). Reaction SMILES: [N:1]1([CH2:7][C:8]2[CH:9]=[C:10]([CH:20]=[CH:21][CH:22]=2)[O:11][CH2:12][CH2:13][CH2:14][NH:15][C:16]([NH:18][NH2:19])=[S:17])[CH2:6][CH2:5][CH2:4][CH2:3][CH2:2]1.[C:23]([N:31]=[C:32]=[S:33])(=[O:30])[C:24]1[CH:29]=[CH:28][CH:27]=[CH:26][CH:25]=1>>[C:23]([NH:31][C:32]([NH:19][NH:18][C:16](=[S:17])[NH:15][CH2:14][CH2:13][CH2:12][O:11][C:10]1[CH:20]=[CH:21][CH:22]=[C:8]([CH2:7][N:1]2[CH2:6][CH2:5][CH2:4][CH2:3][CH2:2]2)[CH:9]=1)=[S:33])(=[O:30])[C:24]1[CH:29]=[CH:28][CH:27]=[CH:26][CH:25]=1. Procedure: The compound is prepared by a method analogous to that of Example 5 from N-[3-[3-(1-piperidinylmethyl)phenoxy]propyl] hydrazine carbothioamide and benzoyl isothiocyanate. The analytical values are summarized in Table I. Starting materials: Cc1ccccc1, OCCn1nccc1-c1ccc(Oc2ccc(F)cc2)cc1, [Na+], N#CO[Na], O=C([O-])O, O=C(O)C(F)(F)F. The product is NC(=O)OCCn1nccc1-c1ccc(Oc2ccc(F)cc2)cc1. As a reaction SMILES: [CH3:34][c:35]1[cH:36][cH:37][cH:38][cH:39][cH:40]1.[F:1][c:2]1[cH:3][cH:4][c:5]([O:6][c:7]2[cH:8][cH:9][c:10](-[c:13]3[cH:14][cH:15][n:16][n:17]3[CH2:18][CH2:19][OH:20])[cH:11][cH:12]2)[cH:21][cH:22]1.[Na+:45].[Na:23][O:24][C:25]#[N:26].[O-:41][C:42]([OH:43])=[O:44].[OH:27][C:28]([C:29]([F:30])([F:31])[F:32])=[O:33]>>[F:1][c:2]1[cH:3][cH:4][c:5]([O:6][c:7]2[cH:8][cH:9][c:10](-[c:13]3[cH:14][cH:15][n:16][n:17]3[CH2:18][CH2:19][O:20][C:25](=[O:24])[NH2:26])[cH:11][cH:12]2)[cH:21][cH:22]1. Reactants: ClC(=O)OCC (Ethyl chloroformate), ClC=1C=C(CN2C(C3(C4=CC=CC=C24)NC(NC3=O)=O)=O)C=CC1Cl (1'-(3,4-dichlorobenzyl)-spiro[imidazolidine-4,3'-indoline]-2,2',5-trione), C([O-])([O-])=O.[Na+].[Na+] (sodium carbonate), C(OC)COC (dimethoxyethane). Conditions: temperature 25 celsius, time 16 hour. The product is ClC=1C=C(CN2C(C3(C4=CC=CC=C24)N(C(N(C3=O)C(=O)OCC)=O)C(=O)OCC)=O)C=CC1Cl (1'-(3,4-dichlorobenzyl)-1,3-di(ethoxycarbonyl)-spiro[imidazolidine-4,3'-indoline]-2,2',5-trione). As a reaction SMILES: Cl[C:2]([O:4][CH2:5][CH3:6])=[O:3].[Cl:7][C:8]1[CH:9]=[C:10]([CH:28]=[CH:29][C:30]=1[Cl:31])[CH2:11][N:12]1[C:20]2[C:15](=[CH:16][CH:17]=[CH:18][CH:19]=2)[C:14]2([C:24](=[O:25])[NH:23][C:22](=[O:26])[NH:21]2)[C:13]1=[O:27].[C:32](=[O:35])([O-])[O-:33].[Na+].[Na+].[CH2:38]([CH2:41]OC)OC>>[Cl:7][C:8]1[CH:9]=[C:10]([CH:28]=[CH:29][C:30]=1[Cl:31])[CH2:11][N:12]1[C:20]2[C:15](=[CH:16][CH:17]=[CH:18][CH:19]=2)[C:14]2([C:24](=[O:25])[N:23]([C:2]([O:4][CH2:5][CH3:6])=[O:3])[C:22](=[O:26])[N:21]2[C:32]([O:33][CH2:38][CH3:41])=[O:35])[C:13]1=[O:27] |f:2.3.4|. Procedure: Ethyl chloroformate (1.1 g.) was added to a stirred mixture of 1'-(3,4-dichlorobenzyl)-spiro[imidazolidine-4,3'-indoline]-2,2',5-trione (1.8 g.) and sodium carbonate (2.0 g.) in dimethoxyethane (60 ml.). The mixture was stirred at 25° C. for 16 hours. The solid was removed by filtration and the filtrate was evaporated. The residue obtained was recrystallised twice from ethyl acetate/petrol 60-80 to give 1'-(3,4-dichlorobenzyl)-1,3-di(ethoxycarbonyl)-spiro[imidazolidine-4,3'-indoline]-2,2',5-trio... Starting materials: CC(C)O, Clc1nnc(-c2ccccc2)s1, NN, O. The product is NNc1nnc(-c2ccccc2)s1. As a reaction SMILES: [CH:16]([OH:17])([CH3:18])[CH3:19].[Cl:1][c:2]1[s:3][c:4](-[c:7]2[cH:8][cH:9][cH:10][cH:11][cH:12]2)[n:5][n:6]1.[NH2:14][NH2:15].[OH2:13]>>[c:2]1([NH:14][NH2:15])[s:3][c:4](-[c:7]2[cH:8][cH:9][cH:10][cH:11][cH:12]2)[n:5][n:6]1. The reactants are Cc1ccccc1, CN(C)C=O, O=Cc1ccc(O)cc1, N#CCS(=O)(=O)c1ccccc1. Product: N#CC(=Cc1ccc(O)cc1)S(=O)(=O)c1ccccc1. As a reaction SMILES: [CH3:27][c:28]1[cH:29][cH:30][cH:31][cH:32][cH:33]1.[O:22]=[CH:23][N:24]([CH3:25])[CH3:26].[OH:13][c:14]1[cH:15][cH:16][c:17]([CH:18]=[O:19])[cH:20][cH:21]1.[c:1]1([S:7](=[O:8])(=[O:9])[CH2:10][C:11]#[N:12])[cH:2][cH:3][cH:4][cH:5][cH:6]1>>[c:1]1([S:7](=[O:8])(=[O:9])[C:10]([C:11]#[N:12])=[CH:18][c:17]2[cH:16][cH:15][c:14]([OH:13])[cH:21][cH:20]2)[cH:2][cH:3][cH:4][cH:5][cH:6]1. Procedure: 2 g (16 mmol) 2-(2,2-Difluorocyclopropyl)ethanol, dissolved in 5 ml tetrahydrofuran (THF) was treated with 3 g (16 mmol) of 3,4-dichlorophenyl isocyanate. After 6 hours reaction time at room temperature, the mixture was concentrated in vacuo and the residue recrystallised from cyclohexane. A sample was analysed by thin layer chromatography (hexane:ethyl acetate=1:1) (Rf=0.54). Starting materials: FC1(C(C1)CCO)F (2-(2,2-Difluorocyclopropyl)ethanol), ClC=1C=C(C=CC1Cl)N=C=O (3,4-dichlorophenyl isocyanate). Solvent: O1CCCC1 (tetrahydrofuran). Yields the product ClC=1C=C(C=CC1Cl)NC(OCCC1C(C1)(F)F)=O (2-(2,2-Difluorocyclopropyl)ethyl 3,4-dichlorophenylcarbamate). RXN SMILES: [F:1][C:2]1([F:8])[CH2:4][CH:3]1[CH2:5][CH2:6][OH:7].[Cl:9][C:10]1[CH:11]=[C:12]([N:17]=[C:18]=[O:19])[CH:13]=[CH:14][C:15]=1[Cl:16]>O1CCCC1>[Cl:9][C:10]1[CH:11]=[C:12]([NH:17][C:18](=[O:19])[O:7][CH2:6][CH2:5][CH:3]2[CH2:4][C:2]2([F:8])[F:1])[CH:13]=[CH:14][C:15]=1[Cl:16]. Starting materials: C(C)(C)(C)OC(N[C@H]1[C@@H](C1)C1=CC=C(C=C1)NC(=O)C=1C=C(C=CC1)C1=CC=CC=C1)=O (tert-Butyl(trans-2-{4-[(biphenyl-3-ylcarbonyl)amino]phenyl}cyclopropyl)carbamate), Cl.C(C)(=O)OCC (hydrochloric acid ethyl acetate). Run at time 2 hour. Product: Cl.N[C@H]1[C@@H](C1)C1=CC=C(C=C1)NC(=O)C=1C=C(C=CC1)C1=CC=CC=C1 (N-[4-(trans-2-aminocyclopropyl)phenyl]biphenyl-3-carboxamide hydrochloride). Reaction SMILES: C(OC(=O)[NH:7][C@@H:8]1[CH2:10][C@H:9]1[C:11]1[CH:16]=[CH:15][C:14]([NH:17][C:18]([C:20]2[CH:21]=[C:22]([C:26]3[CH:31]=[CH:30][CH:29]=[CH:28][CH:27]=3)[CH:23]=[CH:24][CH:25]=2)=[O:19])=[CH:13][CH:12]=1)(C)(C)C.[ClH:33].C(OCC)(=O)C>>[ClH:33].[NH2:7][C@@H:8]1[CH2:10][C@H:9]1[C:11]1[CH:12]=[CH:13][C:14]([NH:17][C:18]([C:20]2[CH:21]=[C:22]([C:26]3[CH:31]=[CH:30][CH:29]=[CH:28][CH:27]=3)[CH:23]=[CH:24][CH:25]=2)=[O:19])=[CH:15][CH:16]=1 |f:1.2,3.4|. Reported procedure: tert-Butyl(trans-2-{4-[(biphenyl-3-ylcarbonyl)amino]phenyl}cyclopropyl)carbamate (154 mg) was dissolved in 4N hydrochloric acid/ethyl acetate solution (2 mL), and the mixture was stirred at room temperature for 2 hr. The solvent was evaporated under reduced pressure to give the title compound (130 mg).